This data is from the Open Reaction Database (ORD), a public repository of structured organic reaction records. The task is: describe an organic reaction: reactants, conditions, products, and yield Starting materials: C(CCC)[Li] (n-butyl lithium), C(C)OC(C)Br (ethoxy-2-ethyl bromide), [Br-] (bromide), CN(C(CC(=O)N(CCCC)C)=O)CCCC (N,N'-dimethyl-N,N'-dibutyl-propane diamide), C(CCC)[Li] (n-butyl lithium), C(=O)=O (carbon dioxide). Solvent: O1CCCC1 (tetrahydrofuran), O1CCCC1 (tetrahydrofuran), C(Cl)Cl (methylene chloride), O.C(C)O (water ethanol), O1CCCC1 (tetrahydrofuran), O1CCCC1 (tetrahydrofuran), O1CCCC1 (tetrahydrofuran). The product is C(C)OCCC(C(=O)N(CCCC)C)C(=O)N(CCCC)C (2-ethoxyethyl-N,N'-dimethyl-N,N'-dibutylpropane diamide). As a reaction SMILES: [CH3:1][N:2]([CH2:14][CH2:15][CH2:16][CH3:17])[C:3](=[O:13])[CH2:4][C:5]([N:7]([CH3:12])[CH2:8][CH2:9][CH2:10][CH3:11])=[O:6].C(=O)=O.C([Li])CCC.[CH2:26]([O:28][CH:29](Br)[CH3:30])[CH3:27].[Br-]>O1CCCC1.C(Cl)Cl.O.C(O)C>[CH2:26]([O:28][CH2:29][CH2:30][CH:4]([C:3]([N:2]([CH3:1])[CH2:14][CH2:15][CH2:16][CH3:17])=[O:13])[C:5]([N:7]([CH3:12])[CH2:8][CH2:9][CH2:10][CH3:11])=[O:6])[CH3:27] |f:7.8|. Procedure: ##STR28## 0.1 mol of N,N'-dimethyl-N,N'-dibutyl-propane diamide obtained in example 3(a) dissolved in 400 ml of anhydrous tetrahydrofuran were introduced into a one liter reactor, scavenged by an argon flow. Cooling took place to -50° C. using an acetone bath and solid carbon dioxide and pouring took place of a solution of n-butyl lithium prepared from 0.1 mol of n-butyl lithium in 100 ml of anhydrous tetrahydrofuran. Under the same conditions was prepared a solution of ethoxy-2-ethyl bromide of... Starting materials: [BH4-], C1CCOC1, CO, O=Cc1ccc2c(c1)OCCC2NC(=O)CC(NS(=O)(=O)c1ccc2ccccc2c1)c1ccccc1, [Na+]. Product: O=C(CC(NS(=O)(=O)c1ccc2ccccc2c1)c1ccccc1)NC1CCOc2cc(CO)ccc21. As a reaction SMILES: [BH4-:38].[CH2:40]1[O:41][CH2:42][CH2:43][CH2:44]1.[CH3:45][OH:46].[CH:1](=[O:2])[c:3]1[cH:4][cH:5][c:6]2[c:11]([cH:12]1)[O:10][CH2:9][CH2:8][CH:7]2[NH:13][C:14]([CH2:15][CH:16]([c:17]1[cH:18][cH:19][cH:20][cH:21][cH:22]1)[NH:23][S:24](=[O:25])(=[O:26])[c:27]1[cH:28][c:29]2[cH:30][cH:31][cH:32][cH:33][c:34]2[cH:35][cH:36]1)=[O:37].[Na+:39]>>[CH2:1]([OH:2])[c:3]1[cH:4][cH:5][c:6]2[c:11]([cH:12]1)[O:10][CH2:9][CH2:8][CH:7]2[NH:13][C:14]([CH2:15][CH:16]([c:17]1[cH:18][cH:19][cH:20][cH:21][cH:22]1)[NH:23][S:24](=[O:25])(=[O:26])[c:27]1[cH:28][c:29]2[cH:30][cH:31][cH:32][cH:33][c:34]2[cH:35][cH:36]1)=[O:37]. The reactants are ClCCl, CC(C)CC(C(=O)O)N1CC2=C(Oc3c(Cl)cccc3C2)C1=O, Nc1ccccn1, O, On1nnc2ccccc21. The product is CC(C)CC(C(=O)Nc1ccccn1)N1CC2=C(Oc3c(Cl)cccc3C2)C1=O. Reaction SMILES: [CH2:41]([Cl:42])[Cl:43].[Cl:1][c:2]1[cH:3][cH:4][cH:5][c:6]2[c:23]1[O:22][C:9]1=[C:8]([CH2:7]2)[CH2:12][N:11]([CH:13]([C:14](=[O:15])[OH:16])[CH2:17][CH:18]([CH3:19])[CH3:20])[C:10]1=[O:21].[NH2:24][c:25]1[n:26][cH:27][cH:28][cH:29][cH:30]1.[OH2:44].[OH:31][n:32]1[c:33]2[cH:34][cH:35][cH:36][cH:37][c:38]2[n:39][n:40]1>>[Cl:1][c:2]1[cH:3][cH:4][cH:5][c:6]2[c:23]1[O:22][C:9]1=[C:8]([CH2:7]2)[CH2:12][N:11]([CH:13]([C:14](=[O:16])[NH:24][c:25]2[n:26][cH:27][cH:28][cH:29][cH:30]2)[CH2:17][CH:18]([CH3:19])[CH3:20])[C:10]1=[O:21].